Dataset: the Open Reaction Database (ORD), a public repository of structured organic reaction records. Task: describe an organic reaction: reactants, conditions, products, and yield The reactants are Brc1csc2ncccc12, C1CCOC1, C1CCCCC1, CI, CC(C)NC(C)C, [Li], C1CCOC1. Product: Cc1sc2ncccc2c1Br. As a reaction SMILES: [Br:1][c:2]1[cH:3][s:4][c:5]2[n:6][cH:7][cH:8][cH:9][c:10]12.[CH2:26]1[O:27][CH2:28][CH2:29][CH2:30]1.[CH2:31]1[CH2:32][CH2:33][CH2:34][CH2:35][CH2:36]1.[CH3:24][I:25].[CH:16]([NH:17][CH:18]([CH3:19])[CH3:20])([CH3:21])[CH3:22].[Li:23].[O:11]1[CH2:12][CH2:15][CH2:14][CH2:13]1>>[Br:1][c:2]1[c:3]([CH3:12])[s:4][c:5]2[n:6][cH:7][cH:8][cH:9][c:10]12. The reactants are CC(C)(C)OC(=O)N1CCCC1C(=O)O, ClCCCl, CCOC(C)=O, CCN(C(C)C)C(C)C, CCOC1OC(=O)CC1N=[N+]=[N-], On1nnc2ccccc21. Yields the product CCOC1OC(=O)CC1NC(=O)C1CCCN1C(=O)OC(C)(C)C. Reaction SMILES: [C:13]([CH3:14])([CH3:15])([CH3:16])[O:17][C:18](=[O:19])[N:20]1[CH:21]([C:25](=[O:26])[OH:27])[CH2:22][CH2:23][CH2:24]1.[CH2:37]([Cl:38])[CH2:39][Cl:40].[CH3:51][CH2:52][O:53][C:54](=[O:55])[CH3:56].[CH:28]([N:29]([CH:30]([CH3:31])[CH3:32])[CH2:33][CH3:34])([CH3:35])[CH3:36].[N:1](=[N+:2]=[N-:3])[CH:4]1[CH2:5][C:6](=[O:12])[O:7][CH:8]1[O:9][CH2:10][CH3:11].[OH:41][n:42]1[c:43]2[c:44]([cH:45][cH:46][cH:47][cH:48]2)[n:49][n:50]1>>[NH:1]([CH:4]1[CH2:5][C:6](=[O:12])[O:7][CH:8]1[O:9][CH2:10][CH3:11])[C:25]([CH:21]1[N:20]([C:18]([O:17][C:13]([CH3:14])([CH3:15])[CH3:16])=[O:19])[CH2:24][CH2:23][CH2:22]1)=[O:26]. The product is CCN1CCC2CCCC1C2. RXN SMILES: [CH3:15][OH:16].[CH:10]([CH3:11])=[O:12].[CH:1]12[NH:2][CH2:3][CH2:4][CH:5]([CH2:6][CH2:7][CH2:8]1)[CH2:9]2.[H:13][H:14]>>[CH:1]12[N:2]([CH2:10][CH3:11])[CH2:3][CH2:4][CH:5]([CH2:6][CH2:7][CH2:8]1)[CH2:9]2. The reactants are CO, CC=O, C1CC2CCNC(C1)C2, [H][H]. Starting materials: NC=1C(N(C(N(C1N)C)=O)C)=O (5,6-diamino-1,3-dimethyluracil), COC1=C(C=CC(=O)O)C=CC(=C1OC)OC (2,3,4-trimethoxycinnamic acid). Yields the product COC1=C(/C=C/C2=NC=3N(C(N(C)C(C3N2)=O)=O)C)C=CC(=C1OC)OC ((E)-8-(2,3,4-Trimethoxystyryl)theophylline). Isolated yield 34.5%. RXN SMILES: [NH2:1][C:2]1[C:3](=[O:12])[N:4]([CH3:11])[C:5](=[O:10])[N:6]([CH3:9])[C:7]=1[NH2:8].[CH3:13][O:14][C:15]1[C:25]([O:26][CH3:27])=[C:24]([O:28][CH3:29])[CH:23]=[CH:22][C:16]=1[CH:17]=[CH:18][C:19](O)=O>>[CH3:13][O:14][C:15]1[C:25]([O:26][CH3:27])=[C:24]([O:28][CH3:29])[CH:23]=[CH:22][C:16]=1/[CH:17]=[CH:18]/[C:19]1[NH:1][C:2]2[C:3](=[O:12])[N:4]([CH3:11])[C:5](=[O:10])[N:6]([CH3:9])[C:7]=2[N:8]=1. Procedure details: Substantially the same procedure as in Example 7 was repeated using 5.00 g (29.4 mmol) of 5,6-diamino-1,3-dimethyluracil and 7.71 g (32.4 mmol) of 2,3,4-trimethoxycinnamic acid. Then, the resultant crude crystals were recrystallized from isopropanol/water to give 3.78 g (yield 35%) of Compound 82 as an ocher powder. Starting materials: COc1c(-c2ccccc2)nc2ccccc2c1C(=O)O, O=C(Cl)C(=O)Cl, ClCCl. The product is COc1c(-c2ccccc2)nc2ccccc2c1C(=O)Cl. RXN SMILES: [CH3:1][O:2][c:3]1[c:4](-[c:16]2[cH:17][cH:18][cH:19][cH:20][cH:21]2)[n:5][c:6]2[cH:7][cH:8][cH:9][cH:10][c:11]2[c:12]1[C:13](=[O:14])[OH:15].[Cl:22][C:23]([C:24]([Cl:25])=[O:26])=[O:27].[Cl:28][CH2:29][Cl:30]>>[CH3:1][O:2][c:3]1[c:4](-[c:16]2[cH:17][cH:18][cH:19][cH:20][cH:21]2)[n:5][c:6]2[cH:7][cH:8][cH:9][cH:10][c:11]2[c:12]1[C:13](=[O:14])[Cl:22]. Reactants: ClC=1N=C(C(=NC1Cl)N)[N+](=O)[O-] (5,6-dichloro-3-nitropyrazinamine), [Na] (sodium), C(C)(=O)Cl (acetyl chloride). Yields the product ClC=1N=C(C(=NC1Cl)NC(C)=O)[N+](=O)[O-] (N-(5,6-dichloro-3-nitropyrazin-2-yl)acetamide). RXN SMILES: [Cl:1][C:2]1[N:3]=[C:4]([N+:10]([O-:12])=[O:11])[C:5]([NH2:9])=[N:6][C:7]=1[Cl:8].[Na].[C:14](Cl)(=[O:16])[CH3:15]>>[Cl:1][C:2]1[N:3]=[C:4]([N+:10]([O-:12])=[O:11])[C:5]([NH:9][C:14](=[O:16])[CH3:15])=[N:6][C:7]=1[Cl:8] |^1:12|. Reported procedure: To 1.0 g of 5,6-dichloro-3-nitropyrazinamine in 15 ml acetyl chloride under nitrogen atmosphere at room temperature is added 0.84 g anhydrous sodium bicarabonate. The reaction mixture is then stirred and heated at reflux for 4 days. Excess acetyl chloride is then removed in vacuo and the residue is chromatographed on silica gel. The desired product is eluted from the column with chloroform.